describe an organic reaction: reactants, conditions, products, and yield From a dataset of the Open Reaction Database (ORD), a public repository of structured organic reaction records. Reactants: CCNCC, CCOCC, C#CCC(NC(=O)OC(C)(C)C)C(=O)OC1CCCC1, I[Cu]I, Brc1ccc(I)cc1, Cl[Pd]Cl, c1ccc(P(c2ccccc2)c2ccccc2)cc1, c1ccc(P(c2ccccc2)c2ccccc2)cc1. Yields the product CC(C)(C)OC(=O)NC(CC#Cc1ccc(Br)cc1)C(=O)OC1CCCC1. Reaction SMILES: [CH2:29]([NH:30][CH2:31][CH3:32])[CH3:33].[CH3:34][CH2:35][O:36][CH2:37][CH3:38].[CH:1]1([O:6][C:7]([CH:8]([CH2:9][C:10]#[CH:11])[NH:12][C:13](=[O:14])[O:15][C:16]([CH3:17])([CH3:18])[CH3:19])=[O:20])[CH2:2][CH2:3][CH2:4][CH2:5]1.[Cu:39]([I:40])[I:41].[I:21][c:22]1[cH:23][cH:24][c:25]([Br:28])[cH:26][cH:27]1.[Pd:42]([Cl:43])[Cl:44].[c:45]1([P:46]([c:47]2[cH:48][cH:49][cH:50][cH:51][cH:52]2)[c:53]2[cH:54][cH:55][cH:56][cH:57][cH:58]2)[cH:59][cH:60][cH:61][cH:62][cH:63]1.[c:64]1([P:65]([c:66]2[cH:67][cH:68][cH:69][cH:70][cH:71]2)[c:72]2[cH:73][cH:74][cH:75][cH:76][cH:77]2)[cH:78][cH:79][cH:80][cH:81][cH:82]1>>[CH:1]1([O:6][C:7]([CH:8]([CH2:9][C:10]#[C:11][c:22]2[cH:23][cH:24][c:25]([Br:28])[cH:26][cH:27]2)[NH:12][C:13](=[O:14])[O:15][C:16]([CH3:17])([CH3:18])[CH3:19])=[O:20])[CH2:2][CH2:3][CH2:4][CH2:5]1. The reactants are COC=1C=C(C=C(C1)OC)CC(=O)O (3,5-dimethoxyphenylacetic acid), S(O)(O)(=O)=O (sulfuric acid), CO (methanol). The product is COC(CC1=CC(=CC(=C1)OC)OC)=O (3,5-dimethoxyphenylacetic acid methyl ester). As a reaction SMILES: [CH3:1][O:2][C:3]1[CH:4]=[C:5]([CH2:11][C:12]([OH:14])=[O:13])[CH:6]=[C:7]([O:9][CH3:10])[CH:8]=1.S(=O)(=O)(O)O.[CH3:20]O>>[CH3:20][O:13][C:12](=[O:14])[CH2:11][C:5]1[CH:6]=[C:7]([O:9][CH3:10])[CH:8]=[C:3]([O:2][CH3:1])[CH:4]=1. Procedure details: To a solution of 3,5-dimethoxyphenylacetic acid (1.99 g, 10.0 mmol) (Transworld) in methanol (20 mL) was added concentrated sulfuric acid (1.0 mL) and the reaction mixture was heated at reflux for 24 hours. The reaction mixture was concentrated in vacuo. The residue was then diluted with ethyl acetate (100 mL) and successively washed with water (50 mL) and brine (50 mL), dried over anhydrous sodium sulfate, filtered, and concentrated in vacuo to give the crude 3,5-dimethoxyphenylacetic acid meth...